From a dataset of the Open Reaction Database (ORD), a public repository of structured organic reaction records. describe an organic reaction: reactants, conditions, products, and yield The reactants are IC1=C2/C(/C(NC2=CC=C1)=O)=C/C=1NC=CC1 ((Z)-1,3-dihydro-4-iodo-3-[(1H-pyrrol-2-yl)methylene]-2H-indol-2-one), IC1=C2/C(/C(NC2=CC=C1)=O)=C/C=1NC=CC1 ((Z)-1,3-dihydro-4-iodo-3-[(1H-pyrrol-2-yl)methylene]-2H-indol-2-one), C(=O)([O-])[O-].[Na+].[Na+] (Na2CO3), C1(=CC=CC2=CC=CC=C12)B(O)O (1-naphthaleneboronic acid). Procedure details: A solution of (Z)-1,3-dihydro-4-iodo-3-[(1H-pyrrol-2-yl)methylene]-2H-indol-2-one (40 mg, 0.119 mmol) (Starting Material 1), 2M aqueous Na2CO3 solution (119 μL , 0.238 mmol), (Ph3P)4Pd (3 mg, 0.003 mmol) (Aldrich), and 1-naphthaleneboronic acid (22.5 mg, 0.131 mmol) (Lancaster) in 3 mL of a 3:1 mixture of 1,2-dimethoxyethane:distilled water was heated at 100° C. under a nitrogen atmosphere for 20 h. The reaction mixture was allowed to cool to room temperature and then directly purified by flash ... The reagents and catalysts are C=1C=CC(=CC1)[P](C=2C=CC=CC2)(C=3C=CC=CC3)[Pd]([P](C=4C=CC=CC4)(C=5C=CC=CC5)C=6C=CC=CC6)([P](C=7C=CC=CC7)(C=8C=CC=CC8)C=9C=CC=CC9)[P](C=1C=CC=CC1)(C=1C=CC=CC1)C=1C=CC=CC1 ((Ph3P)4Pd). Run in COCCOC (1,2-dimethoxyethane). Conditions: temperature 100 celsius. As a reaction SMILES: I[C:2]1[CH:10]=[CH:9][CH:8]=[C:7]2[C:3]=1/[C:4](=[CH:12]/[C:13]1[NH:14][CH:15]=[CH:16][CH:17]=1)/[C:5](=[O:11])[NH:6]2.C([O-])([O-])=O.[Na+].[Na+].[C:24]1(B(O)O)[C:33]2[C:28](=[CH:29][CH:30]=[CH:31][CH:32]=2)[CH:27]=[CH:26][CH:25]=1>C1C=CC([P]([Pd]([P](C2C=CC=CC=2)(C2C=CC=CC=2)C2C=CC=CC=2)([P](C2C=CC=CC=2)(C2C=CC=CC=2)C2C=CC=CC=2)[P](C2C=CC=CC=2)(C2C=CC=CC=2)C2C=CC=CC=2)(C2C=CC=CC=2)C2C=CC=CC=2)=CC=1.COCCOC>[C:32]1([C:2]2[CH:10]=[CH:9][CH:8]=[C:7]3[C:3]=2/[C:4](=[CH:12]/[C:13]2[NH:14][CH:15]=[CH:16][CH:17]=2)/[C:5](=[O:11])[NH:6]3)[C:33]2[C:28](=[CH:27][CH:26]=[CH:25][CH:24]=2)[CH:29]=[CH:30][CH:31]=1 |f:1.2.3,^1:40,42,61,80|. Yields the product C1(=CC=CC2=CC=CC=C12)C1=C2/C(/C(NC2=CC=C1)=O)=C/C=1NC=CC1 ((Z)-1,3-Dihydro-4-(1-naphthalenyl)-3-[(1H-pyrrol-2-yl)methylene]-2H-indol-2-one).